This data is from the Open Reaction Database (ORD), a public repository of structured organic reaction records. The task is: describe an organic reaction: reactants, conditions, products, and yield Starting materials: C(C=C)ON(S(=O)(=O)C1=C(C=CC=C1)[N+](=O)[O-])[C@@H]1C(=C([C@H](N(C1)C(=O)OC(C)(C)C)C(N)=O)C)C ((2S,5R)-tert-butyl 5-(N-(allyloxy)-2-nitrophenylsulfonamido)-2-carbamoyl-3,4-dimethyl-5,6-dihydropyridine-1(2H)-carboxylate), C(C=C)ON(S(=O)(=O)C1=C(C=CC=C1)[N+](=O)[O-])[C@@H]1C(=C([C@H](N(C1)C(=O)OC(C)(C)C)C(N)=O)C)C ((2S,5R)-tert-butyl 5-(N-(allyloxy)-2-nitrophenylsulfonamido)-2-carbamoyl-3,4-dimethyl-5,6-dihydropyridine-1(2H)-carboxylate), C(C=C)ON(S(=O)(=O)C1=C(C=CC=C1)[N+](=O)[O-])[C@@H]1C(=C[C@H](NC1)C(=O)N)C ((2S,5R)-5-(N-(allyloxy)-2-nitrophenylsulfonamido)-4-methyl-1,2,5,6-tetrahydropyridine-2-carboxamide). The product is C(C=C)ON(S(=O)(=O)C1=C(C=CC=C1)[N+](=O)[O-])[C@@H]1C(=C([C@H](NC1)C(=O)N)C)C ((2S,5R)-5-(N-(allyloxy)-2-nitrophenylsulfonamido)-3,4-dimethyl-1,2,5,6-tetrahydropyridine-2-carboxamide). Isolated yield 75.1%. Reaction SMILES: [CH2:1]([O:4][N:5]([C@H:18]1[CH2:23][N:22](C(OC(C)(C)C)=O)[C@H:21]([C:31](=[O:33])[NH2:32])[C:20]([CH3:34])=[C:19]1[CH3:35])[S:6]([C:9]1[CH:14]=[CH:13][CH:12]=[CH:11][C:10]=1[N+:15]([O-:17])=[O:16])(=[O:8])=[O:7])[CH:2]=[CH2:3].C(ON([C@H]1CN[C@H](C(N)=O)C=C1C)S(C1C=CC=CC=1[N+]([O-])=O)(=O)=O)C=C>>[CH2:1]([O:4][N:5]([C@H:18]1[CH2:23][NH:22][C@H:21]([C:31]([NH2:32])=[O:33])[C:20]([CH3:34])=[C:19]1[CH3:35])[S:6]([C:9]1[CH:14]=[CH:13][CH:12]=[CH:11][C:10]=1[N+:15]([O-:17])=[O:16])(=[O:8])=[O:7])[CH:2]=[CH2:3]. Procedure details: The title compound was prepared from (2S,5R)-tert-butyl 5-(N-(allyloxy)-2-nitrophenylsulfonamido)-2-carbamoyl-3,4-dimethyl-5,6-dihydropyridine-1(2H)-carboxylate (Intermediate 195, 1.36 g, 2.66 mmol) following the procedure described for Intermediate 21. The workup yielded an organic layer that was dried over magnesium sulfate, filtered and concentrated to afford the desired product as a light pink solid (0.82 g, 75%).